Task: describe an organic reaction: reactants, conditions, products, and yield. Dataset: the Open Reaction Database (ORD), a public repository of structured organic reaction records Starting materials: BrC1=NC=C(C(=N1)NC1=NNC(=C1)C1CC1)C(=O)OCC (ethyl 2-bromo-4-(5-cyclopropyl-1H-pyrazol-3-ylamino)pyrimidine-5-carboxylate), [H-].[H-].[H-].[H-].[Li+].[Al+3] (LiAlH4), [O-]S(=O)(=O)[O-].[Na+].[Na+].O (Na2SO4.H2O). Solvent: C1CCOC1 (THF). Run at time 1 hour. The product is BrC1=NC=C(C(=N1)NC1=NNC(=C1)C1CC1)CO ((2-bromo-4-(5-cyclopropyl-1H-pyrazol-3-ylamino)pyrimidin-5-yl)methanol). Yield: 17.1%. RXN SMILES: [Br:1][C:2]1[N:7]=[C:6]([NH:8][C:9]2[CH:13]=[C:12]([CH:14]3[CH2:16][CH2:15]3)[NH:11][N:10]=2)[C:5]([C:17](OCC)=[O:18])=[CH:4][N:3]=1.[H-].[H-].[H-].[H-].[Li+].[Al+3].[O-]S([O-])(=O)=O.[Na+].[Na+].O>C1COCC1>[Br:1][C:2]1[N:7]=[C:6]([NH:8][C:9]2[CH:13]=[C:12]([CH:14]3[CH2:15][CH2:16]3)[NH:11][N:10]=2)[C:5]([CH2:17][OH:18])=[CH:4][N:3]=1 |f:1.2.3.4.5.6,7.8.9.10|. Procedure: To the solution of ethyl 2-bromo-4-(5-cyclopropyl-1H-pyrazol-3-ylamino)pyrimidine-5-carboxylate (3.0 g, 8.5 mmol, 1 eq) in THF (300 ml) at −78° C., LiAlH4 (3.0 g) was added slowly. After stirring at RT for 1 h, Na2SO4.H2O was added and stirred at 23° C. for 0.5 h. The mixture was filtered and extracted with EtOAc (3×50 ml). The combined organic phases were washed (brine), dried (Na2SO4), filtered and concentrated to give a residue. The residue was purified by silica gel column chromatography (PE... The reactants are NCCc1c(Br)[nH]c2ccccc12, [BH3-]C#N, O=C([O-])[O-], Cc1cc(C)cc(-c2[nH]c3ccc(C(=O)N(CC(C)C)CC(C)C)cc3c2CCN)c1, [K+], [K+], [Na+], O=C(O)C(F)(F)F, CC(=O)CCCc1cccnc1. Product: Cc1cc(C)cc(-c2[nH]c3ccc(C(=O)N(CC(C)C)CC(C)C)cc3c2CCNC(C)CCCc2cccnc2)c1. Reaction SMILES: [Br:51][c:52]1[nH:53][c:54]2[c:55]([cH:56][cH:57][cH:58][cH:59]2)[c:60]1[CH2:61][CH2:62][NH2:63].[C:64]([BH3-:65])#[N:66].[C:68](=[O:69])([O-:70])[O-:71].[CH2:1]([CH:2]([CH3:3])[CH3:4])[N:5]([C:6](=[O:7])[c:8]1[cH:9][c:10]2[c:11]([CH2:25][CH2:26][NH2:27])[c:12](-[c:17]3[cH:18][c:19]([CH3:24])[cH:20][c:21]([CH3:23])[cH:22]3)[nH:13][c:14]2[cH:15][cH:16]1)[CH2:28][CH:29]([CH3:30])[CH3:31].[K+:72].[K+:73].[Na+:67].[OH:44][C:45]([C:46]([F:47])([F:48])[F:49])=[O:50].[n:32]1[cH:33][c:34]([CH2:38][CH2:39][CH2:40][C:41]([CH3:42])=[O:43])[cH:35][cH:36][cH:37]1>>[CH2:1]([CH:2]([CH3:3])[CH3:4])[N:5]([C:6](=[O:7])[c:8]1[cH:9][c:10]2[c:11]([CH2:25][CH2:26][NH:27][CH:41]([CH2:40][CH2:39][CH2:38][c:34]3[cH:33][n:32][cH:37][cH:36][cH:35]3)[CH3:42])[c:12](-[c:17]3[cH:18][c:19]([CH3:24])[cH:20][c:21]([CH3:23])[cH:22]3)[nH:13][c:14]2[cH:15][cH:16]1)[CH2:28][CH:29]([CH3:30])[CH3:31].